From a dataset of the Open Reaction Database (ORD), a public repository of structured organic reaction records. describe an organic reaction: reactants, conditions, products, and yield Starting materials: NC1=C(C=C(C=C1)C)S(=O)(=O)CC(=O)OC (methyl ((2-amino-5-methylphenyl)sulfonyl)acetate), N(=O)[O-].[Na+] (sodium nitrite). Solvent: C(C)(=O)O (acetic acid), O (water). Reaction conditions: time 1 hour. The product is CC=1C=CC2=C(S(C(=NN2)C(=O)OC)(=O)=O)C1 (Methyl 6-Methyl-1H-4,1,2-benzothiadiazine-3-carboxylate 4,4-Dioxide). The yield is 67.0%. Reaction SMILES: [NH2:1][C:2]1[CH:7]=[CH:6][C:5]([CH3:8])=[CH:4][C:3]=1[S:9]([CH2:12][C:13]([O:15][CH3:16])=[O:14])(=[O:11])=[O:10].[N:17]([O-])=O.[Na+]>C(O)(=O)C.O>[CH3:8][C:5]1[CH:6]=[CH:7][C:2]2[NH:1][N:17]=[C:12]([C:13]([O:15][CH3:16])=[O:14])[S:9](=[O:11])(=[O:10])[C:3]=2[CH:4]=1 |f:1.2|. Procedure details: A solution of methyl ((2-amino-5-methylphenyl)sulfonyl)acetate (Preparation 38, 1.5 g) in glacial acetic acid (20 mL) is added dropwise with vigorous stirring to a mixture of sodium nitrite (0.47 g) in water (6 mL) at room temperature. The mixture is stirred for 1 h. The resulting precipitate is filtered and washed with excess water. The solid is collected and placed under high vacuum overnight to obtain 1.05 g (67%) of the title compound as a green powder. Physical characteristics: MS (ESI−) m/... As a reaction SMILES: [C:29](=[O:30])([OH:31])[O-:32].[CH3:25][CH2:26][OH:27].[CH3:35][CH2:36][O:37][C:38]([CH3:39])=[O:40].[Cl:1][c:2]1[c:3]([N+:22]([O-:23])=[O:24])[cH:4][cH:5][c:6]([S:9][c:10]2[cH:11][cH:12][c:13]([C:16]([N:17]([CH2:18][CH3:19])[CH3:20])=[O:21])[cH:14][cH:15]2)[c:7]1[F:8].[ClH:28].[Fe:34].[Na+:33].[OH2:41]>>[Cl:1][c:2]1[c:3]([NH2:22])[cH:4][cH:5][c:6]([S:9][c:10]2[cH:11][cH:12][c:13]([C:16]([N:17]([CH2:18][CH3:19])[CH3:20])=[O:21])[cH:14][cH:15]2)[c:7]1[F:8]. The product is CCN(C)C(=O)c1ccc(Sc2ccc(N)c(Cl)c2F)cc1. Starting materials: O=C([O-])O, CCO, CCOC(C)=O, CCN(C)C(=O)c1ccc(Sc2ccc([N+](=O)[O-])c(Cl)c2F)cc1, Cl, [Fe], [Na+], O. The reactants are C(C)OC(CCCBr)=O (4-bromobutyric acid ethyl ester), solid, C([O-])([O-])=O.[K+].[K+] (potassium carbonate), COC(C(C1=CC=CC=C1)O)=O (hydroxyphenylacetic acid methyl ester). Solvent: CC(=O)C (acetone). Conditions: time 4 hour. Yields the product COC(CC1=CC=C(C=C1)OCCCC(=O)OCC)=O (4-(Ethoxycarbonylpropoxy)-phenylacetic acid methyl ester). As a reaction SMILES: [CH3:1][O:2][C:3](=[O:12])[CH:4](O)[C:5]1[CH:10]=[CH:9][CH:8]=[CH:7][CH:6]=1.C(=O)([O-])[O-:14].[K+].[K+].[CH2:19]([O:21][C:22](=[O:27])[CH2:23][CH2:24][CH2:25]Br)[CH3:20]>CC(C)=O>[CH3:1][O:2][C:3](=[O:12])[CH2:4][C:5]1[CH:10]=[CH:9][C:8]([O:14][CH2:25][CH2:24][CH2:23][C:22]([O:21][CH2:19][CH3:20])=[O:27])=[CH:7][CH:6]=1 |f:1.2.3|. Reported procedure: 10 g (60.2 mmol) of hydroxyphenylacetic acid methyl ester (Aldrich) is dissolved in 75 ml of acetone. 18.4 g (133 mmol) of solid potassium carbonate is added. 17.8 ml (123 mmol) of 4-bromobutyric acid ethyl ester is added in drops under reflux within 15 minutes, and it is kept at this temperature for another 4 hours and stirred overnight at room temperature. Precipitate is filtered out, the solution is evaporated to the dry state, and it is chromatographed on silica gel (hexane/ethyl acetate 3:1... Starting materials: Nc1c(Br)cncc1[N+](=O)[O-], ClC(Cl)Cl, CC1(C)OB(c2cncc(F)c2)OC1(C)C, [K+], [K+], [K+], CN(C)C=O, O, O=P([O-])([O-])[O-], c1ccc(P(c2ccccc2)(c2ccccc2)[Pd](P(c2ccccc2)(c2ccccc2)c2ccccc2)(P(c2ccccc2)(c2ccccc2)c2ccccc2)P(c2ccccc2)(c2ccccc2)c2ccccc2)cc1. Product: Nc1c(-c2cncc(F)c2)cncc1[N+](=O)[O-]. Reaction SMILES: [Br:1][c:2]1[cH:3][n:4][cH:5][c:6]([N+:9](=[O:10])[O-:11])[c:7]1[NH2:8].[Cl:114][CH:115]([Cl:116])[Cl:117].[F:12][c:13]1[cH:14][n:15][cH:16][c:17]([B:19]2[O:20][C:21]([CH3:22])([CH3:23])[C:24]([CH3:25])([CH3:26])[O:27]2)[cH:18]1.[K+:33].[K+:34].[K+:35].[O:118]=[CH:119][N:120]([CH3:121])[CH3:122].[OH2:36].[P:28]([O-:29])([O-:30])([O-:31])=[O:32].[cH:37]1[cH:38][cH:39][c:40]([P:41]([Pd:42]([P:43]([c:44]2[cH:45][cH:46][cH:47][cH:48][cH:49]2)([c:50]2[cH:51][cH:52][cH:53][cH:54][cH:55]2)[c:56]2[cH:57][cH:58][cH:59][cH:60][cH:61]2)([P:62]([c:63]2[cH:64][cH:65][cH:66][cH:67][cH:68]2)([c:69]2[cH:70][cH:71][cH:72][cH:73][cH:74]2)[c:75]2[cH:76][cH:77][cH:78][cH:79][cH:80]2)[P:81]([c:82]2[cH:83][cH:84][cH:85][cH:86][cH:87]2)([c:88]2[cH:89][cH:90][cH:91][cH:92][cH:93]2)[c:94]2[cH:95][cH:96][cH:97][cH:98][cH:99]2)([c:100]2[cH:101][cH:102][cH:103][cH:104][cH:105]2)[c:106]2[cH:107][cH:108][cH:109][cH:110][cH:111]2)[cH:112][cH:113]1>>[c:2]1(-[c:17]2[cH:16][n:15][cH:14][c:13]([F:12])[cH:18]2)[cH:3][n:4][cH:5][c:6]([N+:9](=[O:10])[O-:11])[c:7]1[NH2:8].